From a dataset of the Open Reaction Database (ORD), a public repository of structured organic reaction records. describe an organic reaction: reactants, conditions, products, and yield The reactants are NC(=O)CBr, O=C([O-])[O-], CCCC[N+](CCCC)(CCCC)CCCC, CN(C)C=O, O=c1c(C2=NS(=O)(=O)c3cc(O)ccc3N2)c(O)c2sccc2n1NC1CCCCC1, Cl, [Cs+], [Cs+], [I-], O. Product: NC(=O)COc1ccc2c(c1)S(=O)(=O)N=C(c1c(O)c3sccc3n(NC3CCCCC3)c1=O)N2. As a reaction SMILES: [Br:38][CH2:39][C:40](=[O:41])[NH2:42].[C:32](=[O:33])([O-:34])[O-:35].[CH2:45]([N+:46]([CH2:47][CH2:48][CH2:49][CH3:50])([CH2:51][CH2:52][CH2:53][CH3:54])[CH2:55][CH2:56][CH2:57][CH3:58])[CH2:59][CH2:60][CH3:61].[CH3:62][N:63]([CH3:64])[CH:65]=[O:66].[CH:1]1([NH:7][n:8]2[c:9]3[c:10]([c:11]([OH:28])[c:12]([C:15]4=[N:16][S:17](=[O:26])(=[O:27])[c:18]5[c:19]([cH:21][cH:22][c:23]([OH:25])[cH:24]5)[NH:20]4)[c:13]2=[O:14])[s:29][cH:30][cH:31]3)[CH2:2][CH2:3][CH2:4][CH2:5][CH2:6]1.[ClH:43].[Cs+:36].[Cs+:37].[I-:44].[OH2:67]>>[CH:1]1([NH:7][n:8]2[c:9]3[c:10]([c:11]([OH:28])[c:12]([C:15]4=[N:16][S:17](=[O:26])(=[O:27])[c:18]5[c:19]([cH:21][cH:22][c:23]([O:25][CH2:39][C:40](=[O:41])[NH2:42])[cH:24]5)[NH:20]4)[c:13]2=[O:14])[s:29][cH:30][cH:31]3)[CH2:2][CH2:3][CH2:4][CH2:5][CH2:6]1.